describe an organic reaction: reactants, conditions, products, and yield From a dataset of the Open Reaction Database (ORD), a public repository of structured organic reaction records. Product: C(C)OC(=O)C=1SC=C(N1)C(CBr)=O (4-bromoacetylthiazole-2-carboxylic acid ethyl ester). The reactants are C(C)OC(=O)C=1SC=C(N1)C(C)=O (4-acetylthiazole-2-carboxylic acid ethyl ester), BrBr (bromine). RXN SMILES: [CH2:1]([O:3][C:4]([C:6]1[S:7][CH:8]=[C:9]([C:11](=[O:13])[CH3:12])[N:10]=1)=[O:5])[CH3:2].[Br:14]Br>CO>[CH2:1]([O:3][C:4]([C:6]1[S:7][CH:8]=[C:9]([C:11](=[O:13])[CH2:12][Br:14])[N:10]=1)=[O:5])[CH3:2]. Run in CO (methanol). Procedure details: A solution of 4-acetylthiazole-2-carboxylic acid ethyl ester (1.5 g) and bromine (1.4 g) in methanol (50 ml) was stirred for 8 hours at room temperature. The solvent was removed under reduced pressure to give 4-bromoacetylthiazole-2-carboxylic acid ethyl ester. A suspension of the above residue and diaminomethylenethiourea (800 mg) in ethanol (50 ml) was refluxed for 4 hours. The resulting precipitate was collected by filtration. Recrystallization from a mixture of methanol and diisopropyl ether... Reactants: O (Water), C1=CC(=CC=C1[N+](=O)[O-])O (p-Nitrophenol), S(=O)(=O)(OC[C@@H]1CO1)C1=CC=C([N+](=O)[O-])C=C1 ((S)-Glycidyl nosylate), [F-].[Cs+] (cesium fluoride). The solvent is CN(C)C=O (DMF). Reaction conditions: time 1 hour. Yields the product [N+](=O)([O-])C1=CC=C(C=C1)OC[C@@H]1CO1 ((S)-Glycidyl p-nitrophenyl ether). The yield is 93.9%. As a reaction SMILES: [CH:1]1[C:6]([N+:7]([O-:9])=[O:8])=[CH:5][CH:4]=[C:3]([OH:10])[CH:2]=1.[F-].[Cs+].S(C1C=CC([N+]([O-])=O)=CC=1)(O[CH2:17][C@H:18]1[O:20][CH2:19]1)(=O)=O.O>CN(C=O)C>[N+:7]([C:6]1[CH:5]=[CH:4][C:3]([O:10][CH2:17][C@H:18]2[O:20][CH2:19]2)=[CH:2][CH:1]=1)([O-:9])=[O:8] |f:1.2|. Procedure details: p-Nitrophenol (0.92 g, 6.6 mmol) was dissolved in 5 ml anhydrous DMF and cesium fluoride (3.02 g, 19.9 mmol) was added. The reaction mixture was stirred for 1 hour at room temperature and (S)-Glycidyl nosylate (1.71 g, 6.6 mmol) was added. The system was stirred for an additional 24 hours at room temperature. Water (150 ml) was added, and the solution was extracted with ethylacetate. The organic phase was dried over MgSO4 and evaporated. The residue was purified with column chromatograph using e...